Task: describe an organic reaction: reactants, conditions, products, and yield. Dataset: the Open Reaction Database (ORD), a public repository of structured organic reaction records RXN SMILES: [NH2:1][C:2]1[CH:7]=[CH:6][CH:5]=[C:4](Br)[N:3]=1.[CH:9]([Zn]C(C)C)([CH3:11])[CH3:10].CC(O)C>O1CCOCC1.C1(C)C=CC=CC=1>[CH:9]([C:4]1[N:3]=[C:2]([NH2:1])[CH:7]=[CH:6][CH:5]=1)([CH3:11])[CH3:10]. Solvent: O1CCOCC1 (dioxane), C1(=CC=CC=C1)C (toluene). Reaction conditions: time 30 minute. Yields the product C(C)(C)C1=CC=CC(=N1)N (6-isopropyl-pyridin-2-ylamine). Procedure details: 2-Amino-6-bromopyridine (2 g) was dissolved in dioxane (50 mL), and at 0° C. under an argon athmosphere 1,3-bis(diphenylphosphino)propane nickel (II) chloride (0.627 g) was added followed by diisopropyl zinc (23.12 mL of a 1M solution in toluene, via syringe over 30 minutes). The mixture was allowed to reflux for 15 h, poured into 2-propanol, which was then concentrated in vacuo. The residue was partitioned between AcOEt and saturated aqueous NH4Cl solution, the layers were separated and the org... Reactants: C(C)(C)[Zn]C(C)C (diisopropyl zinc), CC(C)O (2-propanol), NC1=NC(=CC=C1)Br (2-Amino-6-bromopyridine), solution. Starting materials: COc1ccc(Br)cc1[N+](=O)[O-], C1COCCN1, COCCOC, CCOC(C)=O, [K+], [K+], [K+], O=P([O-])([O-])[O-]. Yields the product COc1ccc(N2CCOCC2)cc1[N+](=O)[O-]. As a reaction SMILES: [Br:1][c:2]1[cH:3][c:4]([N+:10](=[O:11])[O-:12])[c:5]([O:8][CH3:9])[cH:6][cH:7]1.[CH2:13]1[CH2:14][O:15][CH2:16][CH2:17][NH:18]1.[CH2:27]([CH2:28][O:29][CH3:30])[O:31][CH3:32].[CH3:33][CH2:34][O:35][C:36](=[O:37])[CH3:38].[K+:24].[K+:25].[K+:26].[P:19]([O-:20])([O-:21])([O-:22])=[O:23]>>[c:2]1([N:18]2[CH2:13][CH2:14][O:15][CH2:16][CH2:17]2)[cH:3][c:4]([N+:10](=[O:11])[O-:12])[c:5]([O:8][CH3:9])[cH:6][cH:7]1. The reactants are CC(N)COc1ccc(C#N)cc1, C=C(C)C(NC(=O)OC(C)(C)C)C(=O)O, ClCCl, CN1CCCCC1, CC(C)COC(=O)Cl, O. Yields the product C=C(C)C(NC(=O)OC(C)(C)C)C(=O)NC(C)COc1ccc(C#N)cc1. RXN SMILES: [C:31](#[N:32])[c:33]1[cH:34][cH:35][c:36]([O:37][CH2:38][CH:39]([CH3:40])[NH2:41])[cH:42][cH:43]1.[C:8]([CH3:9])([CH3:10])([CH3:11])[O:12][C:13](=[O:14])[NH:15][CH:16]([C:17](=[O:18])[OH:19])[C:20](=[CH2:21])[CH3:22].[CH2:44]([Cl:45])[Cl:46].[CH3:1][N:2]1[CH2:3][CH2:4][CH2:5][CH2:6][CH2:7]1.[Cl:23][C:24]([O:25][CH2:26][CH:27]([CH3:28])[CH3:29])=[O:30].[OH2:47]>>[C:8]([CH3:9])([CH3:10])([CH3:11])[O:12][C:13](=[O:14])[NH:15][CH:16]([C:17](=[O:19])[NH:41][CH:39]([CH2:38][O:37][c:36]1[cH:35][cH:34][c:33]([C:31]#[N:32])[cH:43][cH:42]1)[CH3:40])[C:20](=[CH2:21])[CH3:22].